Dataset: the Open Reaction Database (ORD), a public repository of structured organic reaction records. Task: describe an organic reaction: reactants, conditions, products, and yield The reactants are CC(C)O, COc1cc2c(Cl)ncnc2cc1OCC1CCN(C)CC1, Cl, Cc1[nH]c2ccc(N)cc2c1C. The product is Cl, COc1cc2c(Nc3ccc4[nH]c(C)c(C)c4c3)ncnc2cc1OCC1CCN(C)CC1. RXN SMILES: [CH:36]([OH:37])([CH3:38])[CH3:39].[Cl:1][c:2]1[n:3][cH:4][n:5][c:6]2[cH:7][c:8]([O:14][CH2:15][CH:16]3[CH2:17][CH2:18][N:19]([CH3:22])[CH2:20][CH2:21]3)[c:9]([O:12][CH3:13])[cH:10][c:11]12.[ClH:35].[NH2:23][c:24]1[cH:25][c:26]2[c:27]([CH3:34])[c:28]([CH3:33])[nH:29][c:30]2[cH:31][cH:32]1>>[ClH:1].[c:2]1([NH:23][c:24]2[cH:25][c:26]3[c:27]([CH3:34])[c:28]([CH3:33])[nH:29][c:30]3[cH:31][cH:32]2)[n:3][cH:4][n:5][c:6]2[cH:7][c:8]([O:14][CH2:15][CH:16]3[CH2:17][CH2:18][N:19]([CH3:22])[CH2:20][CH2:21]3)[c:9]([O:12][CH3:13])[cH:10][c:11]12. Starting materials: CC1=CC=C(O1)C=O (5-methylfuran-2-carbaldehyde), OCCN1C=C2N(C(N(C(C2=C1C1=CC=CC=C1)=O)C)=O)C (6-(2-Hydroxyethyl)-1,3-dimethyl-5-phenyl-1H-pyrrolo[3,4-d]pyrimidine-2,4(3H,6H)-dione), [O-]S(=O)(=O)C(F)(F)F.[Bi+3].[O-]S(=O)(=O)C(F)(F)F.[O-]S(=O)(=O)C(F)(F)F (bismuth triflate), CC1=CC=C(O1)C=O (5-methylfuran-2-carbaldehyde). Run in CCO (EtOH). Reaction conditions: temperature 100 celsius, time 5 minute. The product is CN1C(N(C(C=2C1=C1C(OCCN1C2C2=CC=CC=C2)C=2OC(=CC2)C)=O)C)=O (1,3-Dimethyl-10-(5-methylfuran-2-yl)-5-phenyl-7,8-dihydro-1H-pyrimido[4′,5′:3,4]pyrrolo[2,1-c][1,4]oxazine-2,4(3H,10H)-dione). Reaction SMILES: [OH:1][CH2:2][CH2:3][N:4]1[C:12]([C:13]2[CH:18]=[CH:17][CH:16]=[CH:15][CH:14]=2)=[C:11]2[C:6]([N:7]([CH3:22])[C:8](=[O:21])[N:9]([CH3:20])[C:10]2=[O:19])=[CH:5]1.[O-]S(C(F)(F)F)(=O)=O.[Bi+3].[O-]S(C(F)(F)F)(=O)=O.[O-]S(C(F)(F)F)(=O)=O.[CH3:48][C:49]1[O:53][C:52]([CH:54]=O)=[CH:51][CH:50]=1>CCO>[CH3:22][N:7]1[C:6]2=[C:5]3[N:4]([C:12]([C:13]4[CH:18]=[CH:17][CH:16]=[CH:15][CH:14]=4)=[C:11]2[C:10](=[O:19])[N:9]([CH3:20])[C:8]1=[O:21])[CH2:3][CH2:2][O:1][CH:54]3[C:52]1[O:53][C:49]([CH3:48])=[CH:50][CH:51]=1 |f:1.2.3.4|. Reported procedure: 6-(2-Hydroxyethyl)-1,3-dimethyl-5-phenyl-1H-pyrrolo[3,4-d]pyrimidine-2,4(3H,6H)-dione (Int C) (244 mg, 0.815 mmol), bismuth triflate (50.9 mg, 0.082 mmol, 10 mol %) and EtOH (2.4 mL) were treated with 5-methylfuran-2-carbaldehyde (commercially available, 0.089 mL, 0.082 mmol). The mixture was heated to 100° C. for 10 min using microwave irradiation. A further portion of 5-methylfuran-2-carbaldehyde (25 μL) was added to the reaction mixture and heating continued at 100° C. for 5 min. A solid form... Isolated yield 85.7%. Run in CO (methanol). Reaction conditions: time 1 hour. The reactants are O1CC(C2=C1C=CC=C2)=O (2,3-dihydrobenzofuran-3-one), O1CCCC1 (tetrahydrofuran), [BH4-].[Na+] (sodium borohydride), O (water). Reported procedure: To a mixed solution of 2,3-dihydrobenzofuran-3-one (1.0 g) in methanol (10 mL)-tetrahydrofuran (10 mL), sodium borohydride (0.28 g) was added under ice-cooling and the resultant reaction mixture was stirred at room temperature for 1 hour. To the reaction mixture, water was added and the resultant reaction mixture was extracted with ethyl acetate. The organic phase was washed with a saturated saline and was dried over anhydrous sodium sulfate. From the organic phase, the solvent was distilled off... Product: O1CC(C2=C1C=CC=C2)O (2,3-dihydrobenzofuran-3-ol). As a reaction SMILES: [O:1]1[C:5]2[CH:6]=[CH:7][CH:8]=[CH:9][C:4]=2[C:3](=[O:10])[CH2:2]1.O1CCCC1.[BH4-].[Na+].O>CO>[O:1]1[C:5]2[CH:6]=[CH:7][CH:8]=[CH:9][C:4]=2[CH:3]([OH:10])[CH2:2]1 |f:2.3|. Starting materials: CCOC(=O)C (EtOAc), O (Water), I(=O)(=O)C1=C(C(=O)O)C=CC=C1 (Iodoxybenzoic acid), N1(N=NC2=C1C=CC=C2)C2=NC(=NC=C2)N[C@@H]2CC[C@H](CC2)CO (trans-[4-(4-benzo-triazol-1-yl-pyrimidin-2-ylamino)-cyclohexyl]-methanol), I(=O)(=O)C1=C(C(=O)O)C=CC=C1 (o-iodoxy-benzoic acid). Solvent: CS(=O)C (DMSO). Conditions: time 23 hour. The product is N1(N=NC2=C1C=CC=C2)C2=NC(=NC=C2)NC2CCC(CC2)C=O (4-(4-benzotriazol-1-yl-pyrimidin-2-ylamino)-cyclo-hexanecarbaldehyde). Isolated yield 71.2%. As a reaction SMILES: I(C1C=CC=CC=1C(O)=O)(=O)=O.[N:13]1([C:22]2[CH:27]=[CH:26][N:25]=[C:24]([NH:28][C@H:29]3[CH2:34][CH2:33][C@H:32]([CH2:35][OH:36])[CH2:31][CH2:30]3)[N:23]=2)[C:17]2[CH:18]=[CH:19][CH:20]=[CH:21][C:16]=2[N:15]=[N:14]1.O.CCOC(C)=O>CS(C)=O>[N:13]1([C:22]2[CH:27]=[CH:26][N:25]=[C:24]([NH:28][CH:29]3[CH2:30][CH2:31][CH:32]([CH:35]=[O:36])[CH2:33][CH2:34]3)[N:23]=2)[C:17]2[CH:18]=[CH:19][CH:20]=[CH:21][C:16]=2[N:15]=[N:14]1. Procedure: Iodoxybenzoic acid (830 mg, 2.96 mmol) was added to a solution of trans-[4-(4-benzo-triazol-1-yl-pyrimidin-2-ylamino)-cyclohexyl]-methanol (640 mg, 1.97 mmol) in DMSO (10 mL) and the resulting mixture was stirred at RT for 23 hours. An additional aliquot of o-iodoxy-benzoic acid (830 mg, 2.96 mmol) was then added. After a few hours, the reaction was stopped. Water was added and the resulting mixture was stirred for 20 minutes, the solid formed was filtered and the filtrate was extracted 3 times ... Reactants: C1(=CC=CC=C1)C1=CN(C2=NC=C(C=C21)C2=C(C=CC=C2)OC)S(=O)(=O)C2=CC=CC=C2 (3-phenyl-5-(2-methoxyphenyl)-1-(phenylsulfonyl)-1H-pyrrolo[2,3-b]pyridine), [OH-].[Na+] (NaOH). Run in CO (methanol). Run at temperature 80 celsius. The product is C1(=CC=CC=C1)C1=CNC2=NC=C(C=C21)C2=C(C=CC=C2)OC (3-phenyl-5-(2-methoxyphenyl)-1H-pyrrolo[2,3-b]pyridine). RXN SMILES: [C:1]1([C:7]2[C:15]3[C:10](=[N:11][CH:12]=[C:13]([C:16]4[CH:21]=[CH:20][CH:19]=[CH:18][C:17]=4[O:22][CH3:23])[CH:14]=3)[N:9](S(C3C=CC=CC=3)(=O)=O)[CH:8]=2)[CH:6]=[CH:5][CH:4]=[CH:3][CH:2]=1.[OH-].[Na+]>CO>[C:1]1([C:7]2[C:15]3[C:10](=[N:11][CH:12]=[C:13]([C:16]4[CH:21]=[CH:20][CH:19]=[CH:18][C:17]=4[O:22][CH3:23])[CH:14]=3)[NH:9][CH:8]=2)[CH:2]=[CH:3][CH:4]=[CH:5][CH:6]=1 |f:1.2|. Procedure details: To a solution of 3-phenyl-5-(2-methoxyphenyl)-1-(phenylsulfonyl)-1H-pyrrolo[2,3-b]pyridine (374 mg, 0.85 mmol) in methanol (2.3 ml) is added NaOH (260 μl of 2 N solution in water, 0.51 mmol). The mixture is heated at 80° C. for 1 hour and then cooled at room temperature. Reactants: CC1=CC=C(C=C1)C(C(F)(F)F)C(F)(F)F (2-(4-methylphenyl)hexafluoropropan), F (hydrogen fluoride), steel, F (hydrogen fluoride). Run in C1=CC=CC=C1 (benzene). Conditions: time 64 hour. Product: CC1=CC=C(C=C1)C(C(F)(F)F)(C(F)(F)F)C1=CC=CC=C1 (2-(4-Methylphenyl)-2-phenylhexafluoropropane). RXN SMILES: [CH3:1][C:2]1[CH:7]=[CH:6][C:5]([CH:8]([C:13]([F:16])([F:15])[F:14])[C:9]([F:12])([F:11])[F:10])=[CH:4][CH:3]=1.F>C1C=CC=CC=1>[CH3:1][C:2]1[CH:3]=[CH:4][C:5]([C:8]([C:2]2[CH:7]=[CH:6][CH:5]=[CH:4][CH:3]=2)([C:9]([F:11])([F:10])[F:12])[C:13]([F:14])([F:15])[F:16])=[CH:6][CH:7]=1. Procedure details: 1290 g of 2-(4-methylphenyl)hexafluoropropan and 780 g of benzene were placed in a 5-liter steel autoclave and 1500 g of anhydrous hydrogen fluoride was pumped into the sealed autoclave. The reaction mixture was heated at 170°-175° C. with stirring for 64 hours. After completion of the reaction, hydrogen fluoride gas was allowed to escape at 80° C., and the liquid product was then washed twice with water, dried over calcium chloride, and fractionally distilled. Boiling point 135°-136° C./1.4 mba...